This data is from the Open Reaction Database (ORD), a public repository of structured organic reaction records. The task is: describe an organic reaction: reactants, conditions, products, and yield Starting materials: CCO, Cl, O=Cc1nc(-c2ccccn2)ccc1F, NO, c1ccncc1. The product is ON=Cc1nc(-c2ccccn2)ccc1F. RXN SMILES: [CH3:25][CH2:26][OH:27].[ClH:16].[F:1][c:2]1[cH:3][cH:4][c:5](-[c:10]2[n:11][cH:12][cH:13][cH:14][cH:15]2)[n:6][c:7]1[CH:8]=[O:9].[NH2:17][OH:18].[cH:19]1[cH:20][cH:21][n:22][cH:23][cH:24]1>>[F:1][c:2]1[cH:3][cH:4][c:5](-[c:10]2[n:11][cH:12][cH:13][cH:14][cH:15]2)[n:6][c:7]1[CH:8]=[N:17][OH:18]. Reactants: CN(C)C=O, COc1ccc([N+](=O)[O-])c(Cl)n1, N, O. Product: COc1ccc([N+](=O)[O-])c(N)n1. Reaction SMILES: [CH3:14][N:15]([CH3:16])[CH:17]=[O:18].[Cl:1][c:2]1[n:3][c:4]([O:11][CH3:12])[cH:5][cH:6][c:7]1[N+:8](=[O:9])[O-:10].[NH3:13].[OH2:19]>>[c:2]1([NH2:13])[n:3][c:4]([O:11][CH3:12])[cH:5][cH:6][c:7]1[N+:8](=[O:9])[O-:10]. Reported procedure: 2-Chloro-4-(cyclopentyloxy)-5-iodo-7-((2-(trimethylsilyl)ethoxy)methyl)-7H-pyrrolo[2,3-d]pyrimidine (1 equiv) and (4-(methylcarbamoyl)phenyl)boronic acid (1.3 equiv) were combined in 1,4-dioxane (0.3 M). Sodium carbonate (3 equiv), dissolved in water (3.6 M), was added to the reaction mixture, followed by addition of [1,1′-bis(diphenylphosphino)ferrocene]-dichloropalladium(II), complex with dichloromethane (0.1 equiv). Nitrogen gas was bubbled through the reaction mixture for 2 min then reaction... Yield: 62.5%. Starting materials: ClCCl (dichloromethane), ClC=1N=C(C2=C(N1)N(C=C2I)COCC[Si](C)(C)C)OC2CCCC2 (2-Chloro-4-(cyclopentyloxy)-5-iodo-7-((2-(trimethylsilyl)ethoxy)methyl)-7H-pyrrolo[2,3-d]pyrimidine), C([O-])([O-])=O.[Na+].[Na+] (Sodium carbonate), CNC(=O)C1=CC=C(C=C1)B(O)O ((4-(methylcarbamoyl)phenyl)boronic acid). Solvent: O (water), O1CCOCC1 (1,4-dioxane). RXN SMILES: [Cl:1][C:2]1[N:3]=[C:4]([O:20][CH:21]2[CH2:25][CH2:24][CH2:23][CH2:22]2)[C:5]2[C:10](I)=[CH:9][N:8]([CH2:12][O:13][CH2:14][CH2:15][Si:16]([CH3:19])([CH3:18])[CH3:17])[C:6]=2[N:7]=1.[CH3:26][NH:27][C:28]([C:30]1[CH:35]=[CH:34][C:33](B(O)O)=[CH:32][CH:31]=1)=[O:29].C(=O)([O-])[O-].[Na+].[Na+].ClCCl>O1CCOCC1.O.Cl[Pd]Cl.C1(P(C2C=CC=CC=2)[C-]2C=CC=C2)C=CC=CC=1.[C-]1(P(C2C=CC=CC=2)C2C=CC=CC=2)C=CC=C1.[Fe+2]>[Cl:1][C:2]1[N:3]=[C:4]([O:20][CH:21]2[CH2:25][CH2:24][CH2:23][CH2:22]2)[C:5]2[C:10]([C:33]3[CH:34]=[CH:35][C:30]([C:28]([NH:27][CH3:26])=[O:29])=[CH:31][CH:32]=3)=[CH:9][N:8]([CH2:12][O:13][CH2:14][CH2:15][Si:16]([CH3:19])([CH3:18])[CH3:17])[C:6]=2[N:7]=1 |f:2.3.4,8.9.10.11|. The reagents and catalysts are Cl[Pd]Cl.C1(=CC=CC=C1)P([C-]1C=CC=C1)C1=CC=CC=C1.[C-]1(C=CC=C1)P(C1=CC=CC=C1)C1=CC=CC=C1.[Fe+2] ([1,1′-bis(diphenylphosphino)ferrocene]-dichloropalladium(II)). The product is ClC=1N=C(C2=C(N1)N(C=C2C2=CC=C(C(=O)NC)C=C2)COCC[Si](C)(C)C)OC2CCCC2 (4-(2-Chloro-4-(cyclopentyloxy)-7-((2-(trimethylsilyl)ethoxy)methyl)-7H-pyrrolo[2,3-d]pyrimidin-5-yl)-N-methylbenzamide). Reaction conditions: temperature 90 celsius. The reactants are CNCCNC (sym-dimethylethylene diamine), FC1=CC=C(C(=O)N[C@@H]2[C@H](CC3=CC=C(C=C23)I)O)C=C1 (4-fluoro-N-[(1S,2S)-2-hydroxy-6-iodo-indan-1-yl]benzamide), C(=O)(OC(C)(C)C)N1CC(NCC1)=O (4-N-boc-2-oxo-piperazine), C([O-])([O-])=O.[K+].[K+] (potassium carbonate). The reagents and catalysts are [Cu]I (copper (I) iodide). Solvent: CN1C(CCC1)=O (N-methylpyrrolidone), C(C)(=O)OCC (ethyl acetate). Run at temperature 100 celsius, time 6 hour. Product: FC1=CC=C(C(=O)N[C@@H]2[C@H](CC3=CC=C(C=C23)N2C(CN(CC2)C(=O)OC(C)(C)C)=O)O)C=C1 (tert-Butyl 4-[(2S,3S)-3-[(4-fluorobenzoyl)amino]-2-hydroxy-indan-5-yl]-3-oxo-piperazine-1-carboxylate). Yield: 74.2%. RXN SMILES: [F:1][C:2]1[CH:21]=[CH:20][C:5]([C:6]([NH:8][C@H:9]2[C:17]3[C:12](=[CH:13][CH:14]=[C:15](I)[CH:16]=3)[CH2:11][C@@H:10]2[OH:19])=[O:7])=[CH:4][CH:3]=1.[C:22]([N:29]1[CH2:34][CH2:33][NH:32][C:31](=[O:35])[CH2:30]1)([O:24][C:25]([CH3:28])([CH3:27])[CH3:26])=[O:23].C(=O)([O-])[O-].[K+].[K+].CNCCNC>CN1CCCC1=O.C(OCC)(=O)C.[Cu]I>[F:1][C:2]1[CH:21]=[CH:20][C:5]([C:6]([NH:8][C@H:9]2[C:17]3[C:12](=[CH:13][CH:14]=[C:15]([N:32]4[CH2:33][CH2:34][N:29]([C:22]([O:24][C:25]([CH3:27])([CH3:26])[CH3:28])=[O:23])[CH2:30][C:31]4=[O:35])[CH:16]=3)[CH2:11][C@@H:10]2[OH:19])=[O:7])=[CH:4][CH:3]=1 |f:2.3.4|. Procedure: Purge a mixture of 4-fluoro-N-[(1S,2S)-2-hydroxy-6-iodo-indan-1-yl]benzamide (8.70 g, 21.9 mmol), 4-N-boc-2-oxo-piperazine (4.61 g, 22.3 mmol), and potassium carbonate (6.12 g, 43.8) in N-methylpyrrolidone (100 mL) with nitrogen gas. Add copper (I) iodide (2.11 g, 11.0 mmol) and sym-dimethylethylene diamine (2.34 mL, 21.9 mmol). Seal the flask with a septum and stir at 100° C. for 6 hr. Cool the mixture to room temperature and dilute with ethyl acetate (100 mL). Wash the organic portion with wat...